This data is from the Open Reaction Database (ORD), a public repository of structured organic reaction records. The task is: describe an organic reaction: reactants, conditions, products, and yield Starting materials: C(C)(=O)OCC (Ethyl acetate), C(=O)(O)[O-].[Na+] (NaHCO3), BrCC=1C(=C(C(=CC1)Cl)OC=1C=C(C#N)C=C(C1)Cl)F (3-{[3-(bromomethyl)-6-chloro-2-fluorophenyl]oxy}-5-chlorobenzonitrile), solution, CN (MeNH2). Run in C(Cl)Cl (CH2Cl2), C1CCOC1 (THF). Run at time 8 hour. Yields the product ClC=1C=C(C#N)C=C(C1)OC1=C(C(=CC=C1Cl)CNC)F (3-chloro-5-({6-chloro-2-fluoro-3-[(methylamino)methyl]phenyl}oxy)benzonitrile). Isolated yield 89.9%. As a reaction SMILES: Br[CH2:2][C:3]1[C:4]([F:20])=[C:5]([O:10][C:11]2[CH:12]=[C:13]([CH:16]=[C:17]([Cl:19])[CH:18]=2)[C:14]#[N:15])[C:6]([Cl:9])=[CH:7][CH:8]=1.[CH3:21][NH2:22].C(OCC)(=O)C.C([O-])(O)=O.[Na+]>C(Cl)Cl.C1COCC1>[Cl:19][C:17]1[CH:16]=[C:13]([CH:12]=[C:11]([O:10][C:5]2[C:6]([Cl:9])=[CH:7][CH:8]=[C:3]([CH2:2][NH:22][CH3:21])[C:4]=2[F:20])[CH:18]=1)[C:14]#[N:15] |f:3.4|. Procedure: A solution of 3-{[3-(bromomethyl)-6-chloro-2-fluorophenyl]oxy}-5-chlorobenzonitrile (1.04 g, 2.77 mmol) in CH2Cl2 (10 mL) was added dropwise to a 2M solution of MeNH2 (13.9 mL, 27.73 mmol) in THF. The solution turned light yellow and the flask was stoppered and stirred at RT overnight. Ethyl acetate (200 ml) and saturated NaHCO3 solution (150 ml) were added. The organic layer was separated, washed with brine (150 mL), dried over MgSO4, filtered and concentrated to give the title compound (0.81 g... Starting materials: FC=1C=CC(=C(C1)C(CC1(OC1)C(F)(F)F)(C)C)OC (2-[2-(5-fluoro-2-methoxyphenyl)-2-methylpropyl]-2-(trifluoromethyl)oxirane), NC1=C2C=CC=NC2=CC=C1 (5-aminoquinoline). The solvent is CCCCCC.C(C)(=O)OCC (hexane ethyl acetate). The product is N1=CC=CC2=C(C=CC=C12)NCC(CC(C)(C)C1=C(C=CC(=C1)F)OC)(O)C(F)(F)F (1-(Quinolin-5-ylamino)-4-(5-fluoro-2-methoxyphenyl)-4-methyl-2-(trifluoromethyl)pentan-2-ol). The yield is 27.7%. RXN SMILES: [F:1][C:2]1[CH:3]=[CH:4][C:5]([O:19][CH3:20])=[C:6]([C:8]([CH3:18])([CH3:17])[CH2:9][C:10]2([C:13]([F:16])([F:15])[F:14])[CH2:12][O:11]2)[CH:7]=1.[NH2:21][C:22]1[CH:31]=[CH:30][CH:29]=[C:28]2[C:23]=1[CH:24]=[CH:25][CH:26]=[N:27]2>CCCCCC.C(OCC)(=O)C>[N:27]1[C:28]2[C:23](=[C:22]([NH:21][CH2:12][C:10]([C:13]([F:16])([F:15])[F:14])([OH:11])[CH2:9][C:8]([C:6]3[CH:7]=[C:2]([F:1])[CH:3]=[CH:4][C:5]=3[O:19][CH3:20])([CH3:18])[CH3:17])[CH:31]=[CH:30][CH:29]=2)[CH:24]=[CH:25][CH:26]=1 |f:2.3|. Reported procedure: Analogously to Example 1, 200 mg (0.48 mmol) of 2-[2-(5-fluoro-2-methoxyphenyl)-2-methylpropyl]-2-(trifluoromethyl)oxirane is reacted with 99 mg (0.68 mmol) of 5-aminoquinoline. After chromatography on silica gel with hexane-ethyl acetate (0-70%), 58 mg of the product is obtained. Reactants: Cl (hydrochloric acid), FC=1C=C(C=C(C1[N+](=O)[O-])F)CC(=O)OC(C)(C)C (t-butyl 3,5-difluoro-4-nitrophenylacetate), C[O-].[Na+] (sodium methoxide), CO (methanol), CO (methanol). The product is COC=1C=C(C=C(C1[N+](=O)[O-])OC)CC(=O)O (3,5-Dimethoxy-4-nitrophenylacetic acid). RXN SMILES: F[C:2]1[CH:3]=[C:4]([CH2:12][C:13]([O:15]C(C)(C)C)=[O:14])[CH:5]=[C:6](F)[C:7]=1[N+:8]([O-:10])=[O:9].[CH3:20][O-:21].[Na+].Cl.[CH3:24][OH:25]>>[CH3:20][O:21][C:6]1[CH:5]=[C:4]([CH2:12][C:13]([OH:15])=[O:14])[CH:3]=[C:2]([O:25][CH3:24])[C:7]=1[N+:8]([O-:10])=[O:9] |f:1.2|. Procedure: A stirred solution of t-butyl 3,5-difluoro-4-nitrophenylacetate (4.5 g, Reference Example 14) in methanol (350 mL) was treated with sodium methoxide in methanol (36 g, 25 wt %) and then heated at reflux for 18 hours. The cooled reaction mixture was carefully acidified to pH 2 by addition of dilute hydrochloric acid and then partially evaporated to remove the methanol. The aqueous residue was extracted twice with ethyl acetate. The combined extracts were extracted into saturated sodium bicarbonat... As a reaction SMILES: [Br:22].[CH2:32]1[CH2:33][CH2:34][CH2:35][CH2:36][CH2:37]1.[CH3:30][OH:31].[F:5][c:6]1[cH:7][cH:8][c:9](-[c:12]2[c:13]([OH:21])[c:14]([CH:18]([CH3:19])[CH3:20])[cH:15][cH:16][cH:17]2)[cH:10][cH:11]1.[Na+:1].[OH:23][c:24]1[cH:25][cH:26][cH:27][cH:28][cH:29]1.[S-:2][C:3]#[N:4].[c:38]1([CH3:39])[cH:40][cH:41][cH:42][cH:43][cH:44]1>>[S:2]([C:3]#[N:4])[c:16]1[cH:15][c:14]([CH:18]([CH3:19])[CH3:20])[c:13]([OH:21])[c:12](-[c:9]2[cH:8][cH:7][c:6]([F:5])[cH:11][cH:10]2)[cH:17]1. The product is CC(C)c1cc(SC#N)cc(-c2ccc(F)cc2)c1O. Reactants: Br, C1CCCCC1, CO, CC(C)c1cccc(-c2ccc(F)cc2)c1O, [Na+], Oc1ccccc1, N#C[S-], Cc1ccccc1. Reactants: O=C([O-])[O-], COC(=O)Cc1cccc(S)c1, Cc1oc(-c2ccccc2)nc1CCBr, CC#N, [K+], [K+], O. Yields the product COC(=O)Cc1cccc(SCCc2nc(-c3ccccc3)oc2C)c1. RXN SMILES: [C:28](=[O:29])([O-:30])[O-:31].[CH3:16][O:17][C:18]([CH2:19][c:20]1[cH:21][c:22]([SH:26])[cH:23][cH:24][cH:25]1)=[O:27].[CH3:1][c:2]1[c:3]([CH2:13][CH2:14][Br:15])[n:4][c:5](-[c:7]2[cH:8][cH:9][cH:10][cH:11][cH:12]2)[o:6]1.[CH3:35][C:36]#[N:37].[K+:32].[K+:33].[OH2:34]>>[CH3:1][c:2]1[c:3]([CH2:13][CH2:14][S:26][c:22]2[cH:21][c:20]([CH2:19][C:18]([O:17][CH3:16])=[O:27])[cH:25][cH:24][cH:23]2)[n:4][c:5](-[c:7]2[cH:8][cH:9][cH:10][cH:11][cH:12]2)[o:6]1. As a reaction SMILES: C(C1C=CC(C2ON=[C:13]3[C:16]4[C:21]([CH2:22][CH2:23][C:12]=23)=[CH:20][C:19]([CH:24]=[O:25])=[CH:18][CH:17]=4)=CC=1C(F)(F)F)C(C)C.[CH3:30][N:31]1[C:39]([C:40]2[C:44]([C:45]([F:48])([F:47])[F:46])=[C:43]([C:49]3[CH:54]=[CH:53][CH:52]=[CH:51][CH:50]=3)[O:42][N:41]=2)=C2C(C3C=CC(C=C)=CC=3CC2)=[N:32]1>>[CH3:30][N:31]1[C:39]([C:40]2[C:44]([C:45]([F:47])([F:46])[F:48])=[C:43]([C:49]3[CH:54]=[CH:53][CH:52]=[CH:51][CH:50]=3)[O:42][N:41]=2)=[C:12]2[C:13]([C:16]3[CH:17]=[CH:18][C:19]([CH:24]=[O:25])=[CH:20][C:21]=3[CH2:22][CH2:23]2)=[N:32]1. Procedure: This compound was prepared according to the general procedure described for Preparation 23D, employing 240 mgs of 3-(2-methyl-7-vinyl-4,5-dihydro-2H-benzo[g]indazol-3-yl)-5-phenyl-4-(trifluoromethyl)isoxazole (79B). Yield: 235 mgs (97%); LC/MS M+1=424.2. Starting materials: C(C(C)C)C1=C(C=C(C=C1)C1=C2C(=NO1)C1=CC=C(C=C1CC2)C=O)C(F)(F)F (3-(4-isobutyl-3-(trifluoromethyl)phenyl)-4,5-dihydronaphtho[1,2-c]isoxazole-7-carbaldehyde), CN1N=C2C3=C(CCC2=C1C1=NOC(=C1C(F)(F)F)C1=CC=CC=C1)C=C(C=C3)C=C (3-(2-methyl-7-vinyl-4,5-dihydro-2H-benzo[g]indazol-3-yl)-5-phenyl-4-(trifluoromethyl)isoxazole). Product: CN1N=C2C3=C(CCC2=C1C1=NOC(=C1C(F)(F)F)C1=CC=CC=C1)C=C(C=C3)C=O (2-methyl-3-(5-phenyl-4-(trifluoromethyl)isoxazol-3-yl)-4,5-dihydro-2H-benzo[g]indazole-7-carbaldehyde). Run at time 2 hour. Reported procedure: [4-(2-{[2-(Methoxycarbonyl)phenyl]thio}ethyl)phenoxy]acetic acid (0.250 g, 0.722 mmol) was dissolved in DCM (10 ml), N-(2-fluorobenzyl)ethanamine (0.105 g, 0.686 mmol) was added. N-[(1H-1,2,3-benzotriazol-1-yloxy)(dimethylamino)methylene]-N-methylmethanaminium tetrafluoroborate (0.255 g, 0.0.794 mmol) and N-ethyl-N,N-diisopropylamine (0.187 g, 1.443 mmol) were added. The solution was stirred for 2 hours at room temperature. The crude was purified by flash chromatography (started with isocratic D... RXN SMILES: [CH3:1][O:2][C:3]([C:5]1[CH:10]=[CH:9][CH:8]=[CH:7][C:6]=1[S:11][CH2:12][CH2:13][C:14]1[CH:24]=[CH:23][C:17]([O:18][CH2:19][C:20]([OH:22])=O)=[CH:16][CH:15]=1)=[O:4].[F:25][C:26]1[CH:35]=[CH:34][CH:33]=[CH:32][C:27]=1[CH2:28][NH:29][CH2:30][CH3:31].F[B-](F)(F)F.N1(OC(N(C)C)=[N+](C)C)C2C=CC=CC=2N=N1.C(N(C(C)C)C(C)C)C>C(Cl)Cl>[CH2:30]([N:29]([CH2:28][C:27]1[CH:32]=[CH:33][CH:34]=[CH:35][C:26]=1[F:25])[C:20](=[O:22])[CH2:19][O:18][C:17]1[CH:16]=[CH:15][C:14]([CH2:13][CH2:12][S:11][C:6]2[CH:7]=[CH:8][CH:9]=[CH:10][C:5]=2[C:3]([O:2][CH3:1])=[O:4])=[CH:24][CH:23]=1)[CH3:31] |f:2.3|. Solvent: C(Cl)Cl (DCM). Yield: 30.3%. The product is C(C)N(C(COC1=CC=C(C=C1)CCSC1=C(C(=O)OC)C=CC=C1)=O)CC1=C(C=CC=C1)F (methyl 2-{[2-(4-{2-[ethyl(2-fluorobenzyl)amino]-2-oxoethoxy}phenyl)ethyl]thio}benzoate). The reactants are COC(=O)C1=C(C=CC=C1)SCCC1=CC=C(OCC(=O)O)C=C1 ([4-(2-{[2-(Methoxycarbonyl)phenyl]thio}ethyl)phenoxy]acetic acid), F[B-](F)(F)F.N1(N=NC2=C1C=CC=C2)OC(=[N+](C)C)N(C)C (N-[(1H-1,2,3-benzotriazol-1-yloxy)(dimethylamino)methylene]-N-methylmethanaminium tetrafluoroborate), C(C)N(C(C)C)C(C)C (N-ethyl-N,N-diisopropylamine), FC1=C(CNCC)C=CC=C1 (N-(2-fluorobenzyl)ethanamine). Reactants: C=O (formaldehyde), FC1=C(C(=O)NC=2C=C3C(=NC2)NN=C3C=3CCNCC3)C(=CC=C1NS(=O)(=O)CCC)F (2,6-difluoro-3-(propylsulfonamido)-N-(3-(1,2,3,6-tetrahydropyridin-4-yl)-1H-pyrazolo[3,4-b]pyridin-5-yl)benzamide), C(Cl)Cl.CO (CH2Cl2 MeOH), C(C)(=O)O[BH-](OC(C)=O)OC(C)=O.[Na+] (sodium triacetoxyborohydride). Solvent: CC(=O)O (AcOH). Run at time 5 minute. Yields the product FC1=C(C(=O)NC=2C=C3C(=NC2)NN=C3C=3CCN(CC3)C)C(=CC=C1NS(=O)(=O)CCC)F (2,6-difluoro-N-(3-(1-methyl-1,2,3,6-tetrahydropyridin-4-yl)-1H-pyrazolo[3,4-b]pyridin-5-yl)-3-(propylsulfonamido)benzamide). Yield: 62.0%. Reaction SMILES: C=O.[F:3][C:4]1[C:27]([NH:28][S:29]([CH2:32][CH2:33][CH3:34])(=[O:31])=[O:30])=[CH:26][CH:25]=[C:24]([F:35])[C:5]=1[C:6]([NH:8][C:9]1[CH:10]=[C:11]2[C:17]([C:18]3[CH2:19][CH2:20][NH:21][CH2:22][CH:23]=3)=[N:16][NH:15][C:12]2=[N:13][CH:14]=1)=[O:7].[CH2:36](Cl)Cl.CO.C(O[BH-](OC(=O)C)OC(=O)C)(=O)C.[Na+]>CC(O)=O>[F:3][C:4]1[C:27]([NH:28][S:29]([CH2:32][CH2:33][CH3:34])(=[O:31])=[O:30])=[CH:26][CH:25]=[C:24]([F:35])[C:5]=1[C:6]([NH:8][C:9]1[CH:10]=[C:11]2[C:17]([C:18]3[CH2:19][CH2:20][N:21]([CH3:36])[CH2:22][CH:23]=3)=[N:16][NH:15][C:12]2=[N:13][CH:14]=1)=[O:7] |f:2.3,4.5|. Procedure details: 37% Aqueous formaldehyde (100 μL) was added to a solution of 2,6-difluoro-3-(propylsulfonamido)-N-(3-(1,2,3,6-tetrahydropyridin-4-yl)-1H-pyrazolo[3,4-b]pyridin-5-yl)benzamide (22 mg, 0.046 mmol) in 5:1 CH2Cl2/MeOH (6 mL), followed by a drop of AcOH. After 5 minutes, sodium triacetoxyborohydride (49 mg, 5 equiv) was added, and the reaction mixture was stirred for 2 hours at ambient temperature. The reaction mixture was quenched with MeOH, concentrated, and purified by silica gel chromatography (1...